From a dataset of the Open Reaction Database (ORD), a public repository of structured organic reaction records. describe an organic reaction: reactants, conditions, products, and yield Starting materials: C1(=CC=CC=C1)[Mg]Br (phenyl magnesium bromide), CCOCC (ether), OC1=C(C=C(C=C1)C1CCCCC1)C(C)=O (1-(2-hydroxy-5-cyclohexylphenyl)-ethanone), CCOCC (ether), Cl (hydrochloric acid). Run at time 16 hour. Product: C1(CCCCC1)C=1C=CC(=C(C1)C(O)(C1=CC=CC=C1)C)O (5-cyclohexyl-2-hydroxy-α-methyl-α-phenyl-benzene-methanol). RXN SMILES: [C:1]1([Mg]Br)[CH:6]=[CH:5]C=[CH:3][CH:2]=1.[OH:9][C:10]1[CH:15]=[CH:14][C:13]([CH:16]2[CH2:21][CH2:20][CH2:19][CH2:18][CH2:17]2)=[CH:12][C:11]=1[C:22](=[O:24])[CH3:23].Cl.[CH3:26]COCC>>[CH:16]1([C:13]2[CH:14]=[CH:15][C:10]([OH:9])=[C:11]([C:22]([CH3:26])([C:23]3[CH:5]=[CH:6][CH:1]=[CH:2][CH:3]=3)[OH:24])[CH:12]=2)[CH2:21][CH2:20][CH2:19][CH2:18][CH2:17]1. Procedure: 310 ml of an ether solution titrating 0.76 M/liter of phenyl magnesium bromide were added over 1 hour to a mixture of 23.4 g of the product of Step A and 230 ml of anhydrous ether and the mixture was stirred for 16 hours at room temperature and was poured over ice. The mixture was acidified with 200 ml of 2 N hydrochloric acid and was extracted 3 times with 250 ml of ether. The organic phase was washed 3 times with 100 ml of water, dried over magnesium sulfate and evaporated to dryness under red...